The task is: describe an organic reaction: reactants, conditions, products, and yield. This data is from the Open Reaction Database (ORD), a public repository of structured organic reaction records. Starting materials: CN1C(C2=C(NC3=C1C=CC=C3)N=CC=C2)=O (5,6-dihydro-6-methyl-11H-pyrido[2,3-b][1,5]benzodiazepin-5-one), [H-].[Na+] (sodium hydride), BrCC(=O)OC(C)(C)C (t-butyl bromoacetate). Solvent: CN(C=O)C (dimethylformamide). Reaction conditions: temperature 60 celsius, time 2 hour. The product is C(C)(C)(C)OC(=O)CN1C2=C(C(N(C3=C1C=CC=C3)C)=O)C=CC=N2 (5,6-Dihydro-11-(t-butoxycarbonyl)methyl-6-methyl-11H-pyrido[2,3-b][1,5]benzodiazepin-5-one). Isolated yield 43.8%. As a reaction SMILES: [CH3:1][N:2]1[C:8]2[CH:9]=[CH:10][CH:11]=[CH:12][C:7]=2[NH:6][C:5]2[N:13]=[CH:14][CH:15]=[CH:16][C:4]=2[C:3]1=[O:17].[H-].[Na+].Br[CH2:21][C:22]([O:24][C:25]([CH3:28])([CH3:27])[CH3:26])=[O:23]>CN(C)C=O>[C:25]([O:24][C:22]([CH2:21][N:6]1[C:7]2[CH:12]=[CH:11][CH:10]=[CH:9][C:8]=2[N:2]([CH3:1])[C:3](=[O:17])[C:4]2[CH:16]=[CH:15][CH:14]=[N:13][C:5]1=2)=[O:23])([CH3:28])([CH3:27])[CH3:26] |f:1.2|. Procedure: To 0.8 g (3.5 mmoles) of 5,6-dihydro-6-methyl-11H-pyrido[2,3-b][1,5]benzodiazepin-5-one in 75 ml of dimethylformamide was added 0.2 g (4.0 mmol) of 50% sodium hydride in oil, and the reaction mixture was stirred at 60° C. for 2 h. It was then cooled to room temperature and 0.78 g (4.0 mmoles) of t-butyl bromoacetate was added dropwise, and the reaction mixture was allowed to stir overnight. Excess sodium hydride was carefully quenched with water and the solvent was evaporated. The residue was di... The reactants are C=C(C)C, CS(=O)(=O)O, Cc1ccccc1, CCOC(C)=O, O=Cc1ccc(-c2nnn[nH]2)cc1. Yields the product CC(C)(C)n1nnc(-c2ccc(C=O)cc2)n1. RXN SMILES: [CH2:14]=[C:15]([CH3:16])[CH3:17].[CH3:18][S:19](=[O:20])(=[O:21])[OH:22].[CH3:23][c:24]1[cH:25][cH:26][cH:27][cH:28][cH:29]1.[CH3:30][CH2:31][O:32][C:33](=[O:34])[CH3:35].[nH:1]1[n:2][n:3][n:4][c:5]1-[c:6]1[cH:7][cH:8][c:9]([CH:10]=[O:11])[cH:12][cH:13]1>>[n:1]1[n:2][n:3]([C:15]([CH3:14])([CH3:16])[CH3:17])[n:4][c:5]1-[c:6]1[cH:7][cH:8][c:9]([CH:10]=[O:11])[cH:12][cH:13]1. Reactants: C(C)(C)(C)OC(=O)N1CC2CC(=C(C(C1)N2C(=O)OC(C)(C)C)C(=O)O)C2=CN=C(S2)COCCO[Si](C)(C)C(C)(C)C (7-{2-[2-(tert-Butyldimethylsilanyloxy)ethoxymethyl]thiazol-5-yl}-3,9-diazabicyclo[3.3.1]non-6-ene-3,6,9-tricarboxylic acid 3,9-di-tert-butyl ester), CCN=C=NCCCN(C)C.Cl (EDC.HCl), C=1C=CC2=C(C1)N=NN2O (HOBt), CCN(C(C)C)C(C)C (DIPEA), C1(CC1)NCC1=C(C(=CC=C1)Cl)Cl (cyclopropyl-(2,3-dichloro-benzyl)amine), C1(CC1)NCC1=C(C(=CC=C1)Cl)Cl (cyclopropyl-(2,3-dichlorobenzyl)amine). The reagents and catalysts are CN(C)C=1C=CN=CC1 (DMAP). The solvent is C(Cl)Cl (CH2Cl2). Run at time 7 day. The product is C(C)(C)(C)OC(=O)N1CC2CC(=C(C(C1)N2C(=O)OC(C)(C)C)C(N(CC2=C(C(=CC=C2)Cl)Cl)C2CC2)=O)C2=CN=C(S2)COCCO[Si](C)(C)C(C)(C)C (7-{2-[2-(tert-Butyldimethylsilanyloxy)ethoxymethyl]thiazol-5-yl}-6-[cyclopropyl-(2,3-dichlorobenzyl)carbamoyl]-3,9-diazabicyclo[3.3.1]non-6-ene-3,9-dicarboxylic acid di-tert-butyl ester). Yield: 12.1%. RXN SMILES: [C:1]([O:5][C:6]([N:8]1[CH2:15][CH:14]2[N:16]([C:17]([O:19][C:20]([CH3:23])([CH3:22])[CH3:21])=[O:18])[CH:10]([CH2:11][C:12]([C:27]3[S:31][C:30]([CH2:32][O:33][CH2:34][CH2:35][O:36][Si:37]([C:40]([CH3:43])([CH3:42])[CH3:41])([CH3:39])[CH3:38])=[N:29][CH:28]=3)=[C:13]2[C:24](O)=[O:25])[CH2:9]1)=[O:7])([CH3:4])([CH3:3])[CH3:2].CCN=C=NCCCN(C)C.Cl.C1C=CC2N(O)N=NC=2C=1.CCN(C(C)C)C(C)C.[CH:75]1([NH:78][CH2:79][C:80]2[CH:85]=[CH:84][CH:83]=[C:82]([Cl:86])[C:81]=2[Cl:87])[CH2:77][CH2:76]1>C(Cl)Cl.CN(C1C=CN=CC=1)C>[C:1]([O:5][C:6]([N:8]1[CH2:15][CH:14]2[N:16]([C:17]([O:19][C:20]([CH3:21])([CH3:23])[CH3:22])=[O:18])[CH:10]([CH2:11][C:12]([C:27]3[S:31][C:30]([CH2:32][O:33][CH2:34][CH2:35][O:36][Si:37]([C:40]([CH3:43])([CH3:41])[CH3:42])([CH3:38])[CH3:39])=[N:29][CH:28]=3)=[C:13]2[C:24](=[O:25])[N:78]([CH:75]2[CH2:76][CH2:77]2)[CH2:79][C:80]2[CH:85]=[CH:84][CH:83]=[C:82]([Cl:86])[C:81]=2[Cl:87])[CH2:9]1)=[O:7])([CH3:4])([CH3:3])[CH3:2] |f:1.2|. Reported procedure: To a stirred sol. of compound D8 (0.38 g, 0.594 mmol) in CH2Cl2 (3.0 mL) were added EDC.HCl (0.285 g, 1.49 mmol), HOBt (0.109 g, 0.713 mmol), DMAP (2.0 mg, 0.15 mmol) and DIPEA (0.467 mL, 2.67 mmol). After 15 min cyclopropyl-(2,3-dichloro-benzyl)amine (0.257 g, 1.19 mmol) was added and stirring was continued for 7 days. Every day cyclopropyl-(2,3-dichlorobenzyl)amine (prepared by reductive amination from 2,3-dichlorobenzaldehyde and cyclopropylamine, 0.128 g, 0.59 mmol) was added. The reaction m... Starting materials: COC1=CC=C(C=C1)N1C(CC2=CC=CC=C12)=O (1-(4-Methoxyphenyl)-2(1H,3H)-indolone), COC1(N(CCC1)C)OC (N-methyl-2-pyrrolidone dimethyl acetal). Run in C(Cl)(Cl)Cl (chloroform). Product: COC1=CC=C(C=C1)N1C(C(C2=CC=CC=C12)=C1N(CCC1)C)=O (1-(4-Methoxyphenyl)-3-(1-methyl-2-pyrrolidinylidene)-2(1H,3H)-indolone). RXN SMILES: [CH3:1][O:2][C:3]1[CH:8]=[CH:7][C:6]([N:9]2[C:17]3[C:12](=[CH:13][CH:14]=[CH:15][CH:16]=3)[CH2:11][C:10]2=[O:18])=[CH:5][CH:4]=1.CO[C:21]1(OC)[CH2:25][CH2:24][CH2:23][N:22]1[CH3:26]>C(Cl)(Cl)Cl>[CH3:1][O:2][C:3]1[CH:4]=[CH:5][C:6]([N:9]2[C:17]3[C:12](=[CH:13][CH:14]=[CH:15][CH:16]=3)[C:11](=[C:21]3[CH2:25][CH2:24][CH2:23][N:22]3[CH3:26])[C:10]2=[O:18])=[CH:7][CH:8]=1. Reported procedure: 1-(4-Methoxyphenyl)-2(1H,3H)-indolone (49 g, 0.205 mole), N-methyl-2-pyrrolidone dimethyl acetal (ca. 80%, 53 g, 0.245 mole, Ber, 97, pp. 3081-7, 1964) and 1000 ml chloroform were refluxed under nitrogen for 1.5 hours. The reaction mixture was cooled and evaporated in vacuo to solids. Two recrystallizations from ethyl acetate gave purified title product, 44.7 g, m.p. 90°-93° C. Thirty grams of this material were dried at 80° C/15 mm Hg for 20 hours to give 26.1 g of title product, m.p. 127°-9° C... Reactants: CO, CC1(C)Oc2ccc(C#N)cc2C(N)C1O, O=C(O)C1=C(c2ccccc2)CCC1. Yields the product CC1(C)Oc2ccc(C#N)cc2C(NC(=O)C2=C(c3ccccc3)CCC2)C1O. As a reaction SMILES: [CH3:31][OH:32].[NH2:1][CH:2]1[CH:3]([OH:16])[C:4]([CH3:14])([CH3:15])[O:5][c:6]2[c:7]1[cH:8][c:9]([C:12]#[N:13])[cH:10][cH:11]2.[c:17]1([C:23]2=[C:24]([C:28](=[O:29])[OH:30])[CH2:25][CH2:26][CH2:27]2)[cH:18][cH:19][cH:20][cH:21][cH:22]1>>[NH:1]([CH:2]1[CH:3]([OH:16])[C:4]([CH3:14])([CH3:15])[O:5][c:6]2[c:7]1[cH:8][c:9]([C:12]#[N:13])[cH:10][cH:11]2)[C:28]([C:24]1=[C:23]([c:17]2[cH:18][cH:19][cH:20][cH:21][cH:22]2)[CH2:27][CH2:26][CH2:25]1)=[O:29]. Reactants: C(C1=CC=CC=C1)(=O)O (benzoic acid), N1=C(N)N=C(N)N=C1N (melamine), C(C1=CC=CC=C1)(=O)O (benzoic acid). Reagents/catalysts: [NH4+].[O-][Mo](=O)(=O)[O-].[O-][Mo](=O)(=O)[O-] (ammonium dimolybdate). The solvent is O (water), O (water), O (water). Yields the product C.C1(=NC(=NC(=N1)N)N)N.C1(=NC(=NC(=N1)N)N)N (Melamine molybdate). RXN SMILES: [C:1](O)(=O)C1C=CC=CC=1.[N:10]1[C:17]([NH2:18])=[N:16][C:14]([NH2:15])=[N:13][C:11]=1[NH2:12]>O.[NH4+].[O-][Mo]([O-])(=O)=O.[O-][Mo]([O-])(=O)=O>[CH4:1].[C:11]1([NH2:12])[N:13]=[C:14]([NH2:15])[N:16]=[C:17]([NH2:18])[N:10]=1.[C:11]1([NH2:12])[N:13]=[C:14]([NH2:15])[N:16]=[C:17]([NH2:18])[N:10]=1 |f:3.4.5,6.7.8|. Procedure details: Melamine molybdate was prepared in the presence of benzoic acid as follows. 5 grams of melamine, 9.68 grams of benzoic acid, and 250 ml water were dissolved together by refluxing in a 500 ml round-bottomed flask equipped with a stirrer and water-cooled condenser. 13.47 grams of ammonium dimolybdate was dissolved in 25 ml hot water and then added to the first solution. A white precipitate formed immediately. Starting materials: [Al+3], CCOC=O, [H-], [H-], [H-], [H-], [Li+], CC(C)(C)OC(=O)N1CCC(CC2CCNCC2)CC1, C1CCOC1. The product is CN1CCC(CC2CCN(C(=O)OC(C)(C)C)CC2)CC1. RXN SMILES: [Al+3:22].[CH:27]([O:28][CH2:29][CH3:30])=[O:31].[H-:21].[H-:24].[H-:25].[H-:26].[Li+:23].[NH:1]1[CH2:2][CH2:3][CH:4]([CH2:7][CH:8]2[CH2:9][CH2:10][N:11]([C:14](=[O:15])[O:16][C:17]([CH3:18])([CH3:19])[CH3:20])[CH2:12][CH2:13]2)[CH2:5][CH2:6]1.[O:32]1[CH2:33][CH2:34][CH2:35][CH2:36]1>>[N:1]1([CH3:27])[CH2:2][CH2:3][CH:4]([CH2:7][CH:8]2[CH2:9][CH2:10][N:11]([C:14](=[O:15])[O:16][C:17]([CH3:18])([CH3:19])[CH3:20])[CH2:12][CH2:13]2)[CH2:5][CH2:6]1.